Dataset: the Open Reaction Database (ORD), a public repository of structured organic reaction records. Task: describe an organic reaction: reactants, conditions, products, and yield Reactants: O=C([O-])O, CN(C)C=O, Clc1ccccc1N1CCNCC1, O=c1ccoc2cc(OCCCCl)ccc12, Cl, Cl, [I-], [Na+], [Na+]. Yields the product O=c1ccoc2cc(OCCCN3CCN(c4ccccc4Cl)CC3)ccc12. RXN SMILES: [C:32](=[O:33])([OH:34])[O-:35].[CH3:39][N:40]([CH3:41])[CH:42]=[O:43].[Cl:19][c:20]1[c:21]([N:26]2[CH2:27][CH2:28][NH:29][CH2:30][CH2:31]2)[cH:22][cH:23][cH:24][cH:25]1.[Cl:1][CH2:2][CH2:3][CH2:4][O:5][c:6]1[cH:7][c:8]2[c:9]([c:10](=[O:14])[cH:11][cH:12][o:13]2)[cH:15][cH:16]1.[ClH:17].[ClH:18].[I-:38].[Na+:36].[Na+:37]>>[CH2:2]([CH2:3][CH2:4][O:5][c:6]1[cH:7][c:8]2[c:9]([c:10](=[O:14])[cH:11][cH:12][o:13]2)[cH:15][cH:16]1)[N:29]1[CH2:28][CH2:27][N:26]([c:21]2[c:20]([Cl:19])[cH:25][cH:24][cH:23][cH:22]2)[CH2:31][CH2:30]1. The reactants are [Na+], O=C1Cc2cc(Oc3ccc(Cl)cc3)ccc2N1, C1COCCO1, [OH-], O. The product is [Na+], Nc1ccc(Oc2ccc(Cl)cc2)cc1CC(=O)[O-]. RXN SMILES: [Na+:20].[O:1]=[C:2]1[NH:3][c:4]2[cH:5][cH:6][c:7]([O:11][c:12]3[cH:13][cH:14][c:15]([Cl:18])[cH:16][cH:17]3)[cH:8][c:9]2[CH2:10]1.[O:21]1[CH2:22][CH2:23][O:24][CH2:25][CH2:26]1.[OH-:19].[OH2:27]>>[Na+:20].[O:1]=[C:2]([CH2:10][c:9]1[c:4]([NH2:3])[cH:5][cH:6][c:7]([O:11][c:12]2[cH:13][cH:14][c:15]([Cl:18])[cH:16][cH:17]2)[cH:8]1)[O-:21]. Starting materials: CC1=C(C2=C(N=CN=C2N)S1)C1=CC=C(C=C1)[N+](=O)[O-] (6-methyl-5-(4-nitrophenyl)thieno[2,3-d]pyrimidin-4-amine), C1CC(=O)N(C1=O)Br (NBS), CC(C)(C#N)N=NC(C)(C)C#N (AIBN). Solvent: C1=CC=CC=C1 (benzene). Product: BrCC1=C(C2=C(N=CN=C2N)S1)C1=CC=C(C=C1)[N+](=O)[O-] (6-(bromomethyl)-5-(4-nitrophenyl)thieno[2,3-d]pyrimidin-4-amine). Reaction SMILES: [CH3:1][C:2]1[S:11][C:5]2[N:6]=[CH:7][N:8]=[C:9]([NH2:10])[C:4]=2[C:3]=1[C:12]1[CH:17]=[CH:16][C:15]([N+:18]([O-:20])=[O:19])=[CH:14][CH:13]=1.C1C(=O)N([Br:28])C(=O)C1.CC(N=NC(C#N)(C)C)(C#N)C>C1C=CC=CC=1>[Br:28][CH2:1][C:2]1[S:11][C:5]2[N:6]=[CH:7][N:8]=[C:9]([NH2:10])[C:4]=2[C:3]=1[C:12]1[CH:13]=[CH:14][C:15]([N+:18]([O-:20])=[O:19])=[CH:16][CH:17]=1. Reported procedure: A suspension of Example 1D (500 mg, 1.75 mmol) in benzene (50 mL) was treated with NBS (340 mg, 1.91 mmol) and AIBN (50 mg), stirred at reflux for 3.5 hours, and concentrated. The concentrate was absorbed onto silica gel and purified by flash column chromatography with ethyl acetate to provide 330 mg of a 1.7:1 mixture of the desired product and recovered starting material. Reactants: CC(C)(C)OC(=O)N1CC(O)CC1C(=O)N1CCCN(C2CCC2)CC1, ClCCl, Oc1cccc(F)c1, c1ccc(P(c2ccccc2)c2ccccc2)cc1. The product is CC(C)(C)OC(=O)N1CC(Oc2cccc(F)c2)CC1C(=O)N1CCCN(C2CCC2)CC1. RXN SMILES: [C:9]([CH3:10])([CH3:11])([CH3:12])[O:13][C:14](=[O:15])[N:16]1[CH:17]([C:22](=[O:23])[N:24]2[CH2:25][CH2:26][N:27]([CH:31]3[CH2:32][CH2:33][CH2:34]3)[CH2:28][CH2:29][CH2:30]2)[CH2:18][CH:19]([OH:21])[CH2:20]1.[Cl:54][CH2:55][Cl:56].[F:1][c:2]1[cH:3][c:4]([OH:8])[cH:5][cH:6][cH:7]1.[c:35]1([P:36]([c:37]2[cH:38][cH:39][cH:40][cH:41][cH:42]2)[c:43]2[cH:44][cH:45][cH:46][cH:47][cH:48]2)[cH:49][cH:50][cH:51][cH:52][cH:53]1>>[F:1][c:2]1[cH:3][c:4]([O:8][CH:19]2[CH2:18][CH:17]([C:22](=[O:23])[N:24]3[CH2:25][CH2:26][N:27]([CH:31]4[CH2:32][CH2:33][CH2:34]4)[CH2:28][CH2:29][CH2:30]3)[N:16]([C:14]([O:13][C:9]([CH3:10])([CH3:11])[CH3:12])=[O:15])[CH2:20]2)[cH:5][cH:6][cH:7]1. Reactants: CN(C)C=O, O=C(Cl)C(=O)Cl, ClCCl, C1CCOC1, O=C(O)c1ccc(-c2ncccn2)cc1. Yields the product O=C(Cl)c1ccc(-c2ncccn2)cc1. RXN SMILES: [CH3:16][N:17]([CH3:18])[CH:19]=[O:20].[Cl:21][C:22]([C:23]([Cl:24])=[O:25])=[O:26].[Cl:32][CH2:33][Cl:34].[O:27]1[CH2:28][CH2:29][CH2:30][CH2:31]1.[n:1]1[c:2](-[c:7]2[cH:8][cH:9][c:10]([C:11](=[O:12])[OH:13])[cH:14][cH:15]2)[n:3][cH:4][cH:5][cH:6]1>>[n:1]1[c:2](-[c:7]2[cH:8][cH:9][c:10]([C:11](=[O:12])[Cl:21])[cH:14][cH:15]2)[n:3][cH:4][cH:5][cH:6]1. Starting materials: C1=CC=C(C=C1)C(=O)C2=CC=CC=C2O (O-hydroxybenzophenone), N1=CC=CC=C1 (pyridine), C(C(C)(C)C)(=O)Cl (pivaloyl chloride), C(=O)([O-])[O-].[Na+].[Na+] (Na2CO3). Solvent: O (H2O). Yields the product C(C(C)(C)C)(=O)OC1=C(C(=O)C2=CC=CC=C2)C=CC=C1 (2-pivaloyloxybenzophenone). RXN SMILES: [CH:1]1[CH:6]=[CH:5][C:4]([C:7]([C:9]2[C:14]([OH:15])=[CH:13][CH:12]=[CH:11][CH:10]=2)=[O:8])=[CH:3][CH:2]=1.N1C=CC=CC=1.[C:22](Cl)(=[O:27])[C:23]([CH3:26])([CH3:25])[CH3:24].C([O-])([O-])=O.[Na+].[Na+]>O>[C:22]([O:15][C:14]1[CH:13]=[CH:12][CH:11]=[CH:10][C:9]=1[C:7]([C:4]1[CH:3]=[CH:2][CH:1]=[CH:6][CH:5]=1)=[O:8])(=[O:27])[C:23]([CH3:26])([CH3:25])[CH3:24] |f:3.4.5|. Reported procedure: 1 g. (0.005 mole) of O-hydroxybenzophenone was warmed in 25 mls of dry pyridine containing 1 g (0.01 mole) of pivaloyl chloride for 3 hrs. at 50° C. Poured into H2O containing 2 g of Na2CO3 and extracted with EtOAc+Et2O and washed with H2O. After drying over Na2SO4 and filtration, the product was isolated by evaporation of the solvent. Oily material. 1.2 g. (85%) yield. Starting materials: CC[N+](CC)(CC)Cc1ccccc1, [Cl-], N#CC(c1ccc(Cl)c(C(F)(F)F)c1)c1ccc([N+](=O)[O-])cc1Cl, Cl, CI, [Na+], C1CCOC1, [OH-]. The product is CC(C#N)(c1ccc(Cl)c(C(F)(F)F)c1)c1ccc([N+](=O)[O-])cc1Cl. Reaction SMILES: [CH2:31]([N+:32]([CH2:33][CH3:34])([CH2:35][CH3:36])[CH2:37][c:38]1[cH:39][cH:40][cH:41][cH:42][cH:43]1)[CH3:44].[Cl-:30].[Cl:5][c:6]1[c:7]([CH:15]([C:16]#[N:17])[c:18]2[cH:19][c:20]([C:25]([F:26])([F:27])[F:28])[c:21]([Cl:24])[cH:22][cH:23]2)[cH:8][cH:9][c:10]([N+:12](=[O:13])[O-:14])[cH:11]1.[ClH:29].[I:1][CH3:2].[Na+:4].[O:45]1[CH2:46][CH2:47][CH2:48][CH2:49]1.[OH-:3]>>[CH3:2][C:15]([c:7]1[c:6]([Cl:5])[cH:11][c:10]([N+:12](=[O:13])[O-:14])[cH:9][cH:8]1)([C:16]#[N:17])[c:18]1[cH:19][c:20]([C:25]([F:26])([F:27])[F:28])[c:21]([Cl:24])[cH:22][cH:23]1.